The task is: describe an organic reaction: reactants, conditions, products, and yield. This data is from the Open Reaction Database (ORD), a public repository of structured organic reaction records. Reactants: crude product, [OH-].[Na+] (sodium hydroxide), C[Si](C)(C)CCOCCl (SEM-Cl), C[Si](CCOCCl)(C)C (2-(Trimethylsilyl)ethoxymethyl chloride), C(C1=CC=CC=C1)OC=1C=C(C(=O)OC)C=C(C1Br)O (methyl 3-(benzyloxy)-4-bromo-5-hydroxybenzoate), C([O-])([O-])=O.[K+].[K+] (potassium carbonate). Solvent: O1CCCC1.CO (tetrahydrofuran methanol), CN(C)C=O (DMF). Reaction conditions: time 2 day. The product is C(C1=CC=CC=C1)OC=1C=C(C(=O)O)C=C(C1Br)OCOCC[Si](C)(C)C (3-(benzyloxy)-4-bromo-5-((2-(trimethylsilyl)ethoxy)methoxy)benzoic acid). Yield: 88.2%. RXN SMILES: [CH3:1][Si:2]([CH3:9])([CH3:8])[CH2:3][CH2:4][O:5][CH2:6]Cl.[CH2:10]([O:17][C:18]1[CH:19]=[C:20]([CH:25]=[C:26]([OH:29])[C:27]=1[Br:28])[C:21]([O:23]C)=[O:22])[C:11]1[CH:16]=[CH:15][CH:14]=[CH:13][CH:12]=1.C(=O)([O-])[O-].[K+].[K+].[OH-].[Na+]>CN(C=O)C.O1CCCC1.CO>[CH2:10]([O:17][C:18]1[CH:19]=[C:20]([CH:25]=[C:26]([O:29][CH2:6][O:5][CH2:4][CH2:3][Si:2]([CH3:9])([CH3:8])[CH3:1])[C:27]=1[Br:28])[C:21]([OH:23])=[O:22])[C:11]1[CH:16]=[CH:15][CH:14]=[CH:13][CH:12]=1 |f:2.3.4,5.6,8.9|. Procedure: (2-(Trimethylsilyl)ethoxymethyl chloride (SEM-Cl, 3.10 mL, 17.5 mmol) was added to a mixture of methyl 3-(benzyloxy)-4-bromo-5-hydroxybenzoate (Example 22-1 Step 1, 5.36 g, 15.9 mmol) and potassium carbonate (5.49 g, 39.7 mmol) in DMF (53.0 mL), and the mixture was allowed to stir at room temperature for two days. An additional portion of SEM-Cl (3.10 mL, 17.5 mmol) was added and the mixture stirred an additional 4 hours. The reaction mixture was partitioned between saturated sodium bicarbonate ... The reactants are OC1=C(C(=O)CCC(=O)O)C(=CC(=C1OC)OC)C (3-(2'-hydroxy-3',4'-dimethoxy-6'-methylbenzoyl)propionic acid), zinc amalgam, Cl (hydrochloric acid), O (water). Run in C1(=CC=CC=C1)C (toluene). Yields the product OC1=C(C(=CC(=C1OC)OC)C)CCCC(=O)O (4-(2'-hydroxy-3',4'-dimethoxy-6'-methylphenyl)butyric acid). Reaction SMILES: [OH:1][C:2]1[C:14]([O:15][CH3:16])=[C:13]([O:17][CH3:18])[CH:12]=[C:11]([CH3:19])[C:3]=1[C:4]([CH2:6][CH2:7][C:8]([OH:10])=[O:9])=O.Cl.O>C1(C)C=CC=CC=1>[OH:1][C:2]1[C:14]([O:15][CH3:16])=[C:13]([O:17][CH3:18])[CH:12]=[C:11]([CH3:19])[C:3]=1[CH2:4][CH2:6][CH2:7][C:8]([OH:10])=[O:9]. Procedure: A mixture of 3-(2'-hydroxy-3',4'-dimethoxy-6'-methylbenzoyl)propionic acid (formula II-1 wherein R=H3CO, X=H, Y=OH, n=2 in the free form) (0.536 part), zinc amalgam (1 part), concentrated hydrochloric acid (1 volume part), water (2 volume parts) and toluene (2 volume parts) was refluxed for 5 hours and, after cooling, the reaction mixture was extracted with diethyl ether. The extract was washed with water and dried. The solvents were distilled off under reduced pressure and the residue was recry... The reactants are NC1=CC=C(CN2N=C(CCC2=O)C2=CC(=C(C=C2)OC)OC)C=C1 (2-(4-aminobenzyl)-6-(3,4-dimethoxyphenyl)-2,3,4,5-tetrahydropyridazin-3-one), N1=CC=CC=C1 (pyridine), C(C1=CN=CC=C1)(=O)Cl (nicotinoyl chloride). Solvent: ClCCl (dichloromethane). Run at time 1 hour. Yields the product C(C1=CN=CC=C1)(=O)NC1=CC=C(CN2N=C(CCC2=O)C2=CC(=C(C=C2)OC)OC)C=C1 (2-(4-nicotinoylaminobenzyl)-6-(3,4-dimethoxyphenyl)-2,3,4,5-tetrahydropyridazin-3-one). Reaction SMILES: [NH2:1][C:2]1[CH:25]=[CH:24][C:5]([CH2:6][N:7]2[C:12](=[O:13])[CH2:11][CH2:10][C:9]([C:14]3[CH:19]=[CH:18][C:17]([O:20][CH3:21])=[C:16]([O:22][CH3:23])[CH:15]=3)=[N:8]2)=[CH:4][CH:3]=1.N1C=CC=CC=1.[C:32](Cl)(=[O:39])[C:33]1[CH:38]=[CH:37][CH:36]=[N:35][CH:34]=1>ClCCl>[C:32]([NH:1][C:2]1[CH:3]=[CH:4][C:5]([CH2:6][N:7]2[C:12](=[O:13])[CH2:11][CH2:10][C:9]([C:14]3[CH:19]=[CH:18][C:17]([O:20][CH3:21])=[C:16]([O:22][CH3:23])[CH:15]=3)=[N:8]2)=[CH:24][CH:25]=1)(=[O:39])[C:33]1[CH:38]=[CH:37][CH:36]=[N:35][CH:34]=1. Reported procedure: A solution of 3.4 g of 2-(4-aminobenzyl)-6-(3,4-dimethoxyphenyl)-2,3,4,5-tetrahydropyridazin-3-one, m.p. 184°, and 0.75 ml of pyridine in 100 ml of dichloromethane is treated with 1.4 g of nicotinoyl chloride and subsequently stirred for 1 hour. The solvent is removed and the mixture is worked up in the customary manner. After recrystallization, 2-(4-nicotinoylaminobenzyl)-6-(3,4-dimethoxyphenyl)-2,3,4,5-tetrahydropyridazin-3-one is obtained. Reactants: C(=O)(C(F)(F)F)O (CF3COOH), C(C1=CC=CC=C1)ON1[C@@H]2CC[C@H](N(C1=O)C2)C2=NN=C(O2)N2CCN(CC2)C(=O)OC(C)(C)C (tert-butyl 4-(5-((2S,5R)-6-(benzyl-oxy)-7-oxo-1,6-diaza-bicyclo[3.2.1]octan-2-yl)-1,3,4-oxadiazol-2-yl)piperazine-1 carboxylate). Run in C(Cl)Cl (DCM). Reaction conditions: temperature 0 celsius, time 3 hour. Yields the product C(C1=CC=CC=C1)ON1[C@@H]2CC[C@H](N(C1=O)C2)C=2OC(=NN2)N2CCNCC2 ((2S,5R)-6-(benzyloxy)-2-(5-(piperazin-1-yl)-1,3,4-oxadiazol-2-yl)-1,6-diaza-bicyclo[3.2.1]octan-7-one). Yield: 172.9%. As a reaction SMILES: C(O)(C(F)(F)F)=O.[CH2:8]([O:15][N:16]1[C:22](=[O:23])[N:21]2[CH2:24][C@H:17]1[CH2:18][CH2:19][C@H:20]2[C:25]1[O:29][C:28]([N:30]2[CH2:35][CH2:34][N:33](C(OC(C)(C)C)=O)[CH2:32][CH2:31]2)=[N:27][N:26]=1)[C:9]1[CH:14]=[CH:13][CH:12]=[CH:11][CH:10]=1>C(Cl)Cl>[CH2:8]([O:15][N:16]1[C:22](=[O:23])[N:21]2[CH2:24][C@H:17]1[CH2:18][CH2:19][C@H:20]2[C:25]1[O:29][C:28]([N:30]2[CH2:35][CH2:34][NH:33][CH2:32][CH2:31]2)=[N:27][N:26]=1)[C:9]1[CH:10]=[CH:11][CH:12]=[CH:13][CH:14]=1. Reported procedure: CF3COOH (5 mL) was slowly added at 0° C. to a solution of tert-butyl 4-(5-((2S,5R)-6-(benzyl-oxy)-7-oxo-1,6-diaza-bicyclo[3.2.1]octan-2-yl)-1,3,4-oxadiazol-2-yl)piperazine-1 carboxylate (723 mg, 1.5 mmol) in DCM (20 mL). The mixture was stirred at 0° C. for 3 hrs, then, the solvent was concentrated to afford (2S,5R)-6-(benzyloxy)-2-(5-(piperazin-1-yl)-1,3,4-oxadiazol-2-yl)-1,6-diaza-bicyclo[3.2.1]octan-7-one (997 mg) as a brown oil, which was used directly in the next step. ESI-MS (EI+, m/z): 38... Starting materials: BrC=1C=C(SC1CC)C(=O)OC(C)C (isopropyl 4-bromo-5-ethylthiophene-2-carboxylate), [Cu](C#N)C#N (copper cyanide), [C-]#N.[Na+] (sodium cyanide). Run in CN(C=O)C (dimethylformamide). Product: C(C)C=1SC(=CC1C#N)C(=O)OC(C)C (isopropyl 2-ethyl-3-cyano-thiophene-5-carboxylate). The yield is 52.9%. RXN SMILES: Br[C:2]1[CH:3]=[C:4]([C:9]([O:11][CH:12]([CH3:14])[CH3:13])=[O:10])[S:5][C:6]=1[CH2:7][CH3:8].[Cu](C#N)[C:16]#[N:17].[C-]#N.[Na+]>CN(C)C=O>[CH2:7]([C:6]1[S:5][C:4]([C:9]([O:11][CH:12]([CH3:14])[CH3:13])=[O:10])=[CH:3][C:2]=1[C:16]#[N:17])[CH3:8] |f:2.3|. Procedure: A stirred solution of 4 g (14.4 mmol) of isopropyl 4-bromo-5-ethylthiophene-2-carboxylate was refluxed in dry dimethylformamide (50 mL) with copper cyanide (1.94 g, 22 mmol) for 8 hours. The cooled mixture was poured into 0.1 M sodium cyanide (500 mL) and extracted with diethyl ether (4×50 mL). The organic layers were washed twice with brine (50 mL) and dried over anhydrous sodium sulfate. The solvents were removed in vacuo. Column chromatography on silica gel (400 g), eluting with hexanes:ethyl... Starting materials: C(C(C)C)N(C(=O)C=1C=C2C(=C(NC2=CC1)C1=CC(=CC(=C1)C)C)CCN)CC(C)C (3-(2-aminoethyl)-2-(3,5-dimethylphenyl)-1H-indole-5-carboxylic acid diisobutylamide), [BH4-].[Na+] (sodium borohydride), S(=O)(=O)([O-])[O-].[Mg+2] (magnesium sulfate), CC1=NOC(=C1)CCCC=O (4-(3-methylisoxazol-5-yl)-butyraldehyde). Conditions: time 15 minute. Yields the product C(C(C)C)N(C(=O)C=1C=C2C(=C(NC2=CC1)C1=CC(=CC(=C1)C)C)CCNCCCCC1=CC(=NO1)C)CC(C)C (2-(3,5-dimethylphenyl)-3-{2-[4-(3-methylisoxazol-5-yl)butylamino]-ethyl-}-1H-indole-5-carboxylic acid diisobutylamide). Reaction SMILES: [CH2:1]([N:5]([CH2:28][CH:29]([CH3:31])[CH3:30])[C:6]([C:8]1[CH:9]=[C:10]2[C:14](=[CH:15][CH:16]=1)[NH:13][C:12]([C:17]1[CH:22]=[C:21]([CH3:23])[CH:20]=[C:19]([CH3:24])[CH:18]=1)=[C:11]2[CH2:25][CH2:26][NH2:27])=[O:7])[CH:2]([CH3:4])[CH3:3].S([O-])([O-])(=O)=O.[Mg+2].[CH3:38][C:39]1[CH:43]=[C:42]([CH2:44][CH2:45][CH2:46][CH:47]=O)[O:41][N:40]=1.[BH4-].[Na+]>>[CH2:1]([N:5]([CH2:28][CH:29]([CH3:31])[CH3:30])[C:6]([C:8]1[CH:9]=[C:10]2[C:14](=[CH:15][CH:16]=1)[NH:13][C:12]([C:17]1[CH:18]=[C:19]([CH3:24])[CH:20]=[C:21]([CH3:23])[CH:22]=1)=[C:11]2[CH2:25][CH2:26][NH:27][CH2:47][CH2:46][CH2:45][CH2:44][C:42]1[O:41][N:40]=[C:39]([CH3:38])[CH:43]=1)=[O:7])[CH:2]([CH3:4])[CH3:3] |f:1.2,4.5|. Procedure details: To a solution of 3-(2-aminoethyl)-2-(3,5-dimethylphenyl)-1H-indole-5-carboxylic acid diisobutylamide (prepared essentially as described in Example 5.1, 83 mg in 2.5 mL dry CDCl3) at 0° C. was added 240 mg magnesium sulfate followed by 30.6 mg 4-(3-methylisoxazol-5-yl)-butyraldehyde and the mixture stirred at low temperature. After 15 minutes, a cold solution of sodium borohydride (30.2 mg in 1.5 mL dry methanol) was added and the mixture stirred for an additional 15 minutes. At this time the rea... Reactants: O (water), IC1=C(C=CC(=C1)[N+](=O)[O-])OCCOC (2-Iodo-1-(2-methoxyethoxy)-4-nitrobenzene), [Cl-].[NH4+] (ammonium chloride). Reagents/catalysts: [Fe] (iron). Solvent: C(C)O (ethanol). Product: IC=1C=C(C=CC1OCCOC)N ([3-iodo-4-(2-methoxyethoxy)phenyl]amine). The yield is 58.8%. As a reaction SMILES: [Cl-].[NH4+].O.[I:4][C:5]1[CH:10]=[C:9]([N+:11]([O-])=O)[CH:8]=[CH:7][C:6]=1[O:14][CH2:15][CH2:16][O:17][CH3:18]>C(O)C.[Fe]>[I:4][C:5]1[CH:10]=[C:9]([NH2:11])[CH:8]=[CH:7][C:6]=1[O:14][CH2:15][CH2:16][O:17][CH3:18] |f:0.1|. Reported procedure: A suspension of iron (3.89 g, 69.7 mmol), ammonium chloride (5.0 g, 93.5 mmol), in 100 mL of ethanol and 28 mL of water was heated to reflux. 2-Iodo-1-(2-methoxyethoxy)-4-nitrobenzene (7.5 g, 23.2 mmol) was added and the reaction was heated at reflux for 3 hours. The mixture was cooled to room temperature and filtered through Celite, washed with ethanol. The filtrate was concentrated in vacuo until a precipitate appeared. The precipitate was removed by filtration through Magnesol and the filtrat... The reactants are O1C2C1CC1=C(C=CC=C21)C2=CC=CC=C2 (1,2-epoxy-4-phenylindane), [H-].[Al+3].[Li+].[H-].[H-].[H-] (lithium aluminum hydride), [Cl-].[Al+3].[Cl-].[Cl-] (aluminum chloride), [H-].[Al+3].[Li+].[H-].[H-].[H-] (lithium aluminum hydride), [OH-].[Na+] (sodium hydroxide). Solvent: C(C)OCC (diethyl ether), C(C)OCC (diethyl ether), O (Water). Run at temperature 25 celsius, time 15 minute. The product is C1(=CC=CC=C1)C1=C2CC(CC2=CC=C1)O (4-phenyl-2-indanol). Isolated yield 65.4%. Reaction SMILES: [Cl-].[Al+3].[Cl-].[Cl-].[H-].[Al+3].[Li+].[H-].[H-].[H-].[O:11]1[CH:13]2[CH2:14][C:15]3[C:20]([CH:12]12)=[CH:19][CH:18]=[CH:17][C:16]=3[C:21]1[CH:26]=[CH:25][CH:24]=[CH:23][CH:22]=1.[OH-].[Na+]>C(OCC)C.O>[C:21]1([C:16]2[CH:17]=[CH:18][CH:19]=[C:20]3[C:15]=2[CH2:14][CH:13]([OH:11])[CH2:12]3)[CH:22]=[CH:23][CH:24]=[CH:25][CH:26]=1 |f:0.1.2.3,4.5.6.7.8.9,11.12|. Procedure: Under a dry argon atmosphere, a stirred solution of 9 g (0.067 mole) of aluminum chloride in 225 ml of anhydrous diethyl ether was cooled to 0° C. To this was added portionwise 9.4 g (0.245 mole) of lithium aluminum hydride. The cooling bath was removed, and the mixture stirred for 15 minutes. With the temperature being maintained at 25° C., a solution of 47.7 g (0.229 mole) of 1,2-epoxy-4-phenylindane in 175 ml of anhydrous diethyl ether was added dropwise. After complete addition, the mixture ... Starting materials: C(C=C)ON=C/C(=C/[C@H]1C([C@@H]1C(=O)OC(C)(C)C)(C)C)/C (t-butyl (1R)-trans-3-[(E)-3-(2-propenyloxyimino)-2-methyl-1-propenyl]-2,2-dimethylcyclopropanecarboxylate), C1(=CC=C(C=C1)S(=O)(=O)O)C (p-toluenesulfonic acid). Solvent: C1(=CC=CC=C1)C (toluene). Conditions: time 1 hour. Yields the product C(C=C)ON=C/C(=C/[C@H]1C([C@@H]1C(=O)O)(C)C)/C ((1R)-trans-3-[(E)-3-(2-propenyloxyimino)-2-methyl-1-propenyl]-2,2-dimethylcyclopropanecarboxylic acid). The yield is 78.5%. As a reaction SMILES: [CH2:1]([O:4][N:5]=[CH:6]/[C:7](/[CH3:21])=[CH:8]/[C@@H:9]1[C@@H:11]([C:12]([O:14]C(C)(C)C)=[O:13])[C:10]1([CH3:20])[CH3:19])[CH:2]=[CH2:3].C1(C)C=CC(S(O)(=O)=O)=CC=1>C1(C)C=CC=CC=1>[CH2:1]([O:4][N:5]=[CH:6]/[C:7](/[CH3:21])=[CH:8]/[C@@H:9]1[C@@H:11]([C:12]([OH:14])=[O:13])[C:10]1([CH3:20])[CH3:19])[CH:2]=[CH2:3]. Procedure details: Under nitrogen atmosphere, a mixture of 0.74 g of t-butyl (1R)-trans-3-[(E)-3-(2-propenyloxyimino)-2-methyl-1-propenyl]-2,2-dimethylcyclopropanecarboxylate, catalytic amount of p-toluenesulfonic acid and 10 ml of toluene was stirred for 1 hour under reflux. The reaction mixture was cooled down to room temperature, then, concentrated under reduced pressure. The residue was subjected to silica gel column chromatography to obtain 0.47 g of (1R)-trans-3-[(E)-3-(2-propenyloxyimino)-2-methyl-1-propeny...